From a dataset of the Open Reaction Database (ORD), a public repository of structured organic reaction records. describe an organic reaction: reactants, conditions, products, and yield Starting materials: O=C(Cl)c1ccc(Cl)cc1, Cc1ccccc1CCN, O, c1ccncc1. The product is Cc1ccccc1CCNC(=O)c1ccc(Cl)cc1. Reaction SMILES: [Cl:11][C:12](=[O:13])[c:14]1[cH:15][cH:16][c:17]([Cl:18])[cH:19][cH:20]1.[NH2:1][CH2:2][CH2:3][c:4]1[c:5]([CH3:10])[cH:6][cH:7][cH:8][cH:9]1.[OH2:21].[cH:22]1[cH:23][cH:24][n:25][cH:26][cH:27]1>>[NH:1]([CH2:2][CH2:3][c:4]1[c:5]([CH3:10])[cH:6][cH:7][cH:8][cH:9]1)[C:12](=[O:13])[c:14]1[cH:15][cH:16][c:17]([Cl:18])[cH:19][cH:20]1.